From a dataset of the Open Reaction Database (ORD), a public repository of structured organic reaction records. describe an organic reaction: reactants, conditions, products, and yield The reactants are FC(OC1=CC=2C3=C(NC2C=C1)C1CCN(C3)CC1)(F)F (9-(trifluoromethoxy)-3,4,5,6-tetrahydro-1H-2,5-ethanoazepino[4,3-b]indole), C(#C)C=1C=CC(=NC1)C (5-ethynyl-2-methylpyridine). Yields the product CC1=CC=C(C=N1)\C=C/N1C2=C(C=3C=C(C=CC13)OC(F)(F)F)CN1CCC2CC1 (6-[(Z)-2-(6-methylpyridin-3-yl)vinyl]-9-(trifluoromethoxy)-3,4,5,6-tetrahydro-1H-2,5-ethanoazepino[4,3-b]indole). Reaction SMILES: [F:1][C:2]([F:21])([F:20])[O:3][C:4]1[CH:12]=[CH:11][C:10]2[NH:9][C:8]3[CH:13]4[CH2:19][CH2:18][N:16]([CH2:17][C:7]=3[C:6]=2[CH:5]=1)[CH2:15][CH2:14]4.[C:22]([C:24]1[CH:25]=[CH:26][C:27]([CH3:30])=[N:28][CH:29]=1)#[CH:23]>>[CH3:30][C:27]1[N:28]=[CH:29][C:24](/[CH:22]=[CH:23]\[N:9]2[C:10]3[CH:11]=[CH:12][C:4]([O:3][C:2]([F:1])([F:20])[F:21])=[CH:5][C:6]=3[C:7]3[CH2:17][N:16]4[CH2:15][CH2:14][CH:13]([C:8]2=3)[CH2:19][CH2:18]4)=[CH:25][CH:26]=1. Procedure details: The coupling of 9-(trifluoromethoxy)-3,4,5,6-tetrahydro-1H-2,5-ethanoazepino[4,3-b]indole (140 mg, 0.473 mmol; Example 175) and 5-ethynyl-2-methylpyridine (111 mg, 0.945 mmol; prepared as described in International Publication No. WO2005090333) was performed according to the procedure described in Example 20 to afford the title compound: 1H NMR (300 MHz, methanol-d4) δ ppm 1.66-1.80 (m, 2H), 1.84-1.98 (m, 2H), 2.40 (s, 3H), 2.95-3.23 (m, 5H), 4.24 (s, 2H), 6.83 (d, J=8 Hz, 1H), 6.92-6.99 (m, 2H)... Starting materials: 2d, C(C1=CC=CC=C1)(C1=CC=CC=C1)N1C(=CC2=CC=C(C=C12)Cl)CCNS(=O)(=O)CC1=CC=CC=C1 (N-[2-(1-Benzhydryl-6-chloro-1H-indol-2-yl)-ethyl]-C-phenyl-methanesulfonamide), COC(C1=CC=C(C=C1)OCC=O)=O (4-(2-oxo-ethoxy)-benzoic acid methyl ester), C(C)[SiH](CC)CC (triethylsilane), C(=O)(C(F)(F)F)O (TFA). The solvent is C(Cl)Cl (DCM). Product: COC(C1=CC=C(C=C1)OCCC1=C(N(C2=CC(=CC=C12)Cl)C(C1=CC=CC=C1)C1=CC=CC=C1)CCNS(=O)(=O)CC1=CC=CC=C1)=O (4-{2-[1-Benzhydryl-6-chloro-2-(2-phenylmethanesulfonylamino-ethyl)-1H-indol-3-yl]-ethoxy}-benzoic acid methyl ester). The yield is 35.0%. RXN SMILES: [CH:1]([N:14]1[C:22]2[C:17](=[CH:18][CH:19]=[C:20]([Cl:23])[CH:21]=2)[CH:16]=[C:15]1[CH2:24][CH2:25][NH:26][S:27]([CH2:30][C:31]1[CH:36]=[CH:35][CH:34]=[CH:33][CH:32]=1)(=[O:29])=[O:28])([C:8]1[CH:13]=[CH:12][CH:11]=[CH:10][CH:9]=1)[C:2]1[CH:7]=[CH:6][CH:5]=[CH:4][CH:3]=1.[CH3:37][O:38][C:39](=[O:50])[C:40]1[CH:45]=[CH:44][C:43]([O:46][CH2:47][CH:48]=O)=[CH:42][CH:41]=1.C([SiH](CC)CC)C.C(O)(C(F)(F)F)=O>C(Cl)Cl>[CH3:37][O:38][C:39](=[O:50])[C:40]1[CH:45]=[CH:44][C:43]([O:46][CH2:47][CH2:48][C:16]2[C:17]3[C:22](=[CH:21][C:20]([Cl:23])=[CH:19][CH:18]=3)[N:14]([CH:1]([C:2]3[CH:7]=[CH:6][CH:5]=[CH:4][CH:3]=3)[C:8]3[CH:9]=[CH:10][CH:11]=[CH:12][CH:13]=3)[C:15]=2[CH2:24][CH2:25][NH:26][S:27]([CH2:30][C:31]2[CH:36]=[CH:35][CH:34]=[CH:33][CH:32]=2)(=[O:29])=[O:28])=[CH:42][CH:41]=1. Procedure: To N-[2-(1-Benzhydryl-6-chloro-1H-indol-2-yl)-ethyl]-C-phenyl-methanesulfonamide (0.033M, 1 equiv.) in DCM at 0° C. were added 4-(2-oxo-ethoxy)-benzoic acid methyl ester (3.3 equiv.), triethylsilane (6 equiv.), and TFA (5 equiv.). The reaction mixture was stirred at rt for 2d 20 h before aqueous workup. Purification by silica gel chromatography followed by reverse phase HPLC gave 4-{2-[1-Benzhydryl-6-chloro-2-(2-phenylmethanesulfonylamino-ethyl)-1H-indol-3-yl]-ethoxy}-benzoic acid methyl ester i... Reactants: ClC(C(=O)O)=CC1=C(C=C(C(=C1)C1=NN(C(=C1Cl)OC(F)F)C)F)Cl (2-chloro-3-(2-chloro-5-(4-chloro-5-difluoromethoxy-1-methyl-1H-pyrazol-3-yl)-4-fluorophenyl)acrylic acid), C(C(=O)Cl)(=O)Cl (oxalyl chloride). The reagents and catalysts are CN(C=O)C (dimethylformamide). The solvent is C1(=CC=CC=C1)C (toluene). Run at temperature 90 celsius. Product: ClC(C(=O)Cl)=CC1=C(C=C(C(=C1)C1=NN(C(=C1Cl)OC(F)F)C)F)Cl (2-Chloro-3-(2-chloro-5-(4-chloro-5-difluoromethoxy-1-methyl-1H-pyrazol-3-yl)-4-fluorophenyl)acryloyl chloride). Reaction SMILES: [Cl:1][C:2](=[CH:6][C:7]1[CH:12]=[C:11]([C:13]2[C:17]([Cl:18])=[C:16]([O:19][CH:20]([F:22])[F:21])[N:15]([CH3:23])[N:14]=2)[C:10]([F:24])=[CH:9][C:8]=1[Cl:25])[C:3]([OH:5])=O.C(Cl)(=O)C([Cl:29])=O>C1(C)C=CC=CC=1.CN(C)C=O>[Cl:1][C:2](=[CH:6][C:7]1[CH:12]=[C:11]([C:13]2[C:17]([Cl:18])=[C:16]([O:19][CH:20]([F:21])[F:22])[N:15]([CH3:23])[N:14]=2)[C:10]([F:24])=[CH:9][C:8]=1[Cl:25])[C:3]([Cl:29])=[O:5]. Reported procedure: A solution of 27 g of 2-chloro-3-(2-chloro-5-(4-chloro-5-difluoromethoxy-1-methyl-1H-pyrazol-3-yl)-4-fluorophenyl)acrylic acid (64 mmol) in 200 ml of toluene was treated with 3 drops of dimethylformamide and 33 g (0.26 mol) of oxalyl chloride. The mixture was subsequently stirred at 90° C. until the vigorous evolution of gas had ceased (after approximately 2.5 hours). The reaction mixture was then concentrated. Yield: 26 g of crude product which was further reacted without purification. Starting materials: CCO, CCN(C(C)C)C(C)C, CCOC(=O)c1cnc(C(F)(F)F)nc1Cl, [Pd]. Yields the product CCOC(=O)c1cnc(C(F)(F)F)nc1. Reaction SMILES: [CH3:26][CH2:27][OH:28].[CH:17]([N:18]([CH:19]([CH3:20])[CH3:21])[CH2:22][CH3:23])([CH3:24])[CH3:25].[Cl:1][c:2]1[n:3][c:4]([C:13]([F:14])([F:15])[F:16])[n:5][cH:6][c:7]1[C:8](=[O:9])[O:10][CH2:11][CH3:12].[Pd:29]>>[cH:2]1[n:3][c:4]([C:13]([F:14])([F:15])[F:16])[n:5][cH:6][c:7]1[C:8](=[O:9])[O:10][CH2:11][CH3:12]. Starting materials: C(C)(C)(C)OC(=O)N1CC(CCC1)C(C)(C(NC1=NOC(=C1)C(C)(C)C)=O)SCC (3-[1-(5-tert-butyl-isoxazol-3-ylcarbamoyl)-1-methyl-ethylsulfanylmethyl]-piperidine-1-carboxylic acid tert-butyl ester), Cl (HCl). Run in C(=O)(O)[O-].[Na+] (NaHCO3), C(Cl)Cl (DCM). Conditions: time 16 hour. Yields the product C(C)(C)(C)C1=CC(=NO1)NC(C(C)(SCC1CNCCC1)C)=O (N-(5-tert-butyl-isoxazol-3-yl)-2-methyl-2-(piperidin-3-ylmethylsulfanyl)-propionamide). Yield: 158.6%. As a reaction SMILES: C(OC(N1CCC[CH:10]([C:14]([S:28][CH2:29][CH3:30])([C:16](=[O:27])[NH:17][C:18]2[CH:22]=[C:21]([C:23]([CH3:26])([CH3:25])[CH3:24])[O:20][N:19]=2)[CH3:15])C1)=O)(C)(C)C.Cl>C(Cl)Cl.C([O-])(O)=O.[Na+]>[C:23]([C:21]1[O:20][N:19]=[C:18]([NH:17][C:16](=[O:27])[C:14]([CH3:10])([S:28][CH2:29][CH:30]2[CH2:10][CH2:14][CH2:16][NH:17][CH2:18]2)[CH3:15])[CH:22]=1)([CH3:24])([CH3:25])[CH3:26] |f:3.4|. Reported procedure: To a solution of 288 mg (0.65 mmol) of 3-[1-(5-tert-butyl-isoxazol-3-ylcarbamoyl)-1-methyl-ethylsulfanylmethyl]-piperidine-1-carboxylic acid tert-butyl ester (synthesized according to Method H, step 1) in DCM (5 mL) were added 1.1 mL of HCl (2M solution in dioxane). The reaction was stirred at room temperature for 16 h. The mixture was diluted with saturated aqueous NaHCO3 solution (5 mL), the organic layer was separated and dried over Na2SO4. Filtration and concentration of the filtrate under r...